Dataset: the Open Reaction Database (ORD), a public repository of structured organic reaction records. Task: describe an organic reaction: reactants, conditions, products, and yield Reactants: C(C1=CC=CC=C1)OC1=C2C=C(NC2=CC=C1)C(=O)OCC (ethyl 4-benzyloxy-1H-indole-2-carboxylate), [H-].[Na+] (sodium hydride), O (water), CI (methyl iodide). The solvent is CN(C)C=O (DMF). Conditions: time 10 minute. The product is C(C1=CC=CC=C1)OC1=C2C=C(N(C2=CC=C1)C)C(=O)OCC (ethyl 4-benzyloxy-1-methylindole-2-carboxylate). Yield: 275.3%. Reaction SMILES: [CH2:1]([O:8][C:9]1[CH:17]=[CH:16][CH:15]=[C:14]2[C:10]=1[CH:11]=[C:12]([C:18]([O:20][CH2:21][CH3:22])=[O:19])[NH:13]2)[C:2]1[CH:7]=[CH:6][CH:5]=[CH:4][CH:3]=1.[H-].[Na+].[CH3:25]I.O>CN(C=O)C>[CH2:1]([O:8][C:9]1[CH:17]=[CH:16][CH:15]=[C:14]2[C:10]=1[CH:11]=[C:12]([C:18]([O:20][CH2:21][CH3:22])=[O:19])[N:13]2[CH3:25])[C:2]1[CH:3]=[CH:4][CH:5]=[CH:6][CH:7]=1 |f:1.2|. Procedure details: To a solution (100 ml) of ethyl 4-benzyloxy-1H-indole-2-carboxylate (12.0 g) in DMF was added sodium hydride (1.6 g) and the mixture was stirred at room temperature for 10 min. To this reaction mixture was added methyl iodide (2.2 g) and the mixture was stirred for one more hour. The reaction mixture was poured into water and extracted with ethyl acetate. The organic layer was washed with saturated aqueous solution of ammonium chloride and dried over anhydrous magnesium sulfate. The solvent was ... The reactants are Cl.C(C)N(CCCl)CC (2-diethylaminoethyl chloride hydrochloride), [Na+].C1(=CC=CC=C1)C=1N=C(OC1C1=CC=CC=C1)C(C(=O)[O-])S (4,5-diphenyl-2-oxazolyl-mercaptoacetic acid sodium salt), C[O-].[Na+] (sodium methylate), CN(C)C=O (DMF). Solvent: O (water), Cl (hydrochloric acid). Conditions: time 20 minute. Yields the product 2-diethylaminoethyl ester, C1(=CC=CC=C1)C=1N=C(OC1C1=CC=CC=C1)C(C(=O)O)S (4,5-diphenyl-2-oxazolyl-mercaptoacetic acid). As a reaction SMILES: C[O-].[Na+].CN(C=O)C.Cl.C(N(CC)CCCl)C.[Na+].[C:19]1([C:25]2[N:26]=[C:27]([CH:36]([SH:40])[C:37]([O-:39])=[O:38])[O:28][C:29]=2[C:30]2[CH:35]=[CH:34][CH:33]=[CH:32][CH:31]=2)[CH:24]=[CH:23][CH:22]=[CH:21][CH:20]=1>O.Cl>[C:19]1([C:25]2[N:26]=[C:27]([CH:36]([SH:40])[C:37]([OH:39])=[O:38])[O:28][C:29]=2[C:30]2[CH:35]=[CH:34][CH:33]=[CH:32][CH:31]=2)[CH:20]=[CH:21][CH:22]=[CH:23][CH:24]=1 |f:0.1,3.4,5.6|. Procedure details: 3 g. of sodium methylate is suspended in 100 ml. of DMF, 9.5 g. of 2-diethylaminoethyl chloride hydrochloride is added thereto, and the reaction mixture is stirred for 20 minutes at room temperature. Then, 16.7 g. of 4,5-diphenyl-2-oxazolyl-mercaptoacetic acid sodium salt is added. Under agitation, the reaction mixture is heated to 80° for 40 hours, then diluted with water, dilute hydrochloric acid is added to a pH of 2-3, and the reaction solution is washed with ethyl acetate. Then, the pH of t... The reactants are C(C)(=O)OC(C)=O (acetic anhydride), C([O-])([O-])=O.[K+].[K+] (potassium carbonate), C(C)(=O)OC(C)=O (acetic anhydride), FC(C(=O)N[C@@H](C)C1=NC=C2SC=CN21)(F)F (5-[(S)-1-(trifluoroacetylamino)ethyl]imidazo[5,1-b]thiazole), C([O-])([O-])=O.[K+].[K+] (potassium carbonate), C(Cl)Cl (methylene chloride). The solvent is C(=O)O (formic acid), C(=O)O (formic acid), CO (methanol), O (water). Run at time 14 hour. Product: C(=O)N[C@@H](C)C1=NC=C2SC=CN21 (5-[(S)-1-(Formylamino)ethyl]imidazo[5,1-b]thiazole). The yield is 93.0%. RXN SMILES: FC(F)(F)[C:3]([NH:5][C@H:6]([C:8]1[N:15]2[C:11]([S:12][CH:13]=[CH:14]2)=[CH:10][N:9]=1)[CH3:7])=[O:4].C(=O)([O-])[O-].[K+].[K+].C(Cl)Cl.C(OC(=O)C)(=O)C>CO.O.C(O)=O>[CH:3]([NH:5][C@H:6]([C:8]1[N:15]2[C:11]([S:12][CH:13]=[CH:14]2)=[CH:10][N:9]=1)[CH3:7])=[O:4] |f:1.2.3|. Reported procedure: To a solution of 1.108 of the above-obtained 5-[(S)-1-(trifluoroacetylamino)ethyl]imidazo[5,1-b]thiazole in 20 ml of methanol was added a solution of 2.70 g of potassium carbonate in 20 ml of water, and the mixture was stirred at room temperature under argon atmosphere for 14 hours. To the reaction solution was added 50 ml of methylene chloride. To this mixture was added with ice-cooling a mixture of 0.50 g of formic acid and 0.25 g of acetic anhydride, which had been heated to 50° C. for 10 min... Starting materials: Brc1ccccn1, C1CCOC1, [Li]CCCC, COc1ccc(C=O)c(Cl)c1Cl, O. Product: COc1ccc(C(O)c2ccccn2)c(Cl)c1Cl. RXN SMILES: [Br:1][c:2]1[cH:3][cH:4][cH:5][cH:6][n:7]1.[CH2:26]1[O:27][CH2:28][CH2:29][CH2:30]1.[CH2:8]([Li:9])[CH2:10][CH2:11][CH3:12].[Cl:13][c:14]1[c:15]([CH:16]=[O:17])[cH:18][cH:19][c:20]([O:23][CH3:24])[c:21]1[Cl:22].[OH2:25]>>[c:2]1([CH:16]([c:15]2[c:14]([Cl:13])[c:21]([Cl:22])[c:20]([O:23][CH3:24])[cH:19][cH:18]2)[OH:17])[cH:3][cH:4][cH:5][cH:6][n:7]1. Starting materials: [OH-].[Na+] (sodium hydroxide), OC(C(=O)OC)CC=CCCC (methyl 2-hydroxy-4-octenoate). Run in O (water), CO (methanol). Product: OC(C(=O)O)CC=CCCC (2-hydroxy-4-octenoic acid). Reaction SMILES: [OH:1][CH:2]([CH2:7][CH:8]=[CH:9][CH2:10][CH2:11][CH3:12])[C:3]([O:5]C)=[O:4].[OH-].[Na+]>O.CO>[OH:1][CH:2]([CH2:7][CH:8]=[CH:9][CH2:10][CH2:11][CH3:12])[C:3]([OH:5])=[O:4] |f:1.2|. Reported procedure: Methyl 2-hydroxy-4-octenoate (23)(7.04 g, 0.041 mol, 1.0 eq) is heated under reflux with a large excess of sodium hydroxide (13.5 g, 0.34 mol, 8.3 eq) in water (30 ml) and methanol (30 ml) for 1 hour. After cooling down to room temperature, the mixture is washed with hexane (50 ml) and the organic phase separated. The clear aqueous layer is acidified to pH 1 with concentrated hydrochloric acid and the resultant mixture is extracted with diethylether (3×50 ml), the combined organic layers being w...